Task: describe an organic reaction: reactants, conditions, products, and yield. Dataset: the Open Reaction Database (ORD), a public repository of structured organic reaction records Starting materials: ClC=1C=C(C=CC1F)NC1=C(C=NC2=CC(=C(C=C12)NC(C=CCBr)=O)OC)C#N (4-bromo-but-2-enoic acid[4-(3-chloro-4-fluoro-phenylamino)-3-cyano-7-methoxy-quinolin-6-yl]-amide), product, Cl.O.N1CCC(CC1)=O (4-piperidone monohydrate hydrochloride), C([O-])(O)=O.[Na+] (sodium bicarbonate). Run in CN(C=O)C (dimethylformamide). Yields the product ClC=1C=C(C=CC1F)NC1=C(C=NC2=CC(=C(C=C12)NC(C=CCN1CCC(CC1)(O)O)=O)OC)C#N (4-(4,4-Dihydroxy-piperidin-1-yl)-but-2-enoic Acid[4-(3-chloro-4-fluoro-phenylamino)-3-cyano-7-methoxy-quinolin-6-yl]-amide). Reaction SMILES: [Cl:1][C:2]1[CH:3]=[C:4]([NH:9][C:10]2[C:19]3[C:14](=[CH:15][C:16]([O:27][CH3:28])=[C:17]([NH:20][C:21](=[O:26])[CH:22]=[CH:23][CH2:24]Br)[CH:18]=3)[N:13]=[CH:12][C:11]=2[C:29]#[N:30])[CH:5]=[CH:6][C:7]=1[F:8].Cl.O.[NH:33]1[CH2:38][CH2:37][C:36](=[O:39])[CH2:35][CH2:34]1.C(=O)(O)[O-:41].[Na+]>CN(C)C=O>[Cl:1][C:2]1[CH:3]=[C:4]([NH:9][C:10]2[C:19]3[C:14](=[CH:15][C:16]([O:27][CH3:28])=[C:17]([NH:20][C:21](=[O:26])[CH:22]=[CH:23][CH2:24][N:33]4[CH2:38][CH2:37][C:36]([OH:41])([OH:39])[CH2:35][CH2:34]4)[CH:18]=3)[N:13]=[CH:12][C:11]=2[C:29]#[N:30])[CH:5]=[CH:6][C:7]=1[F:8] |f:1.2.3,4.5|. Procedure: After the procedure of Example 117, 4-bromo-but-2-enoic acid[4-(3-chloro-4-fluoro-phenylamino)-3-cyano-7-methoxy-quinolin-6-yl]-amide. (0.51 mmol.) was stirred in dimethylformamide with 4-piperidone monohydrate hydrochloride (470 mg., 3.06 mmol.), and sodium bicarbonate (386 mg., 4.59 mmol.), for 24 hours. The crude product was purified in the same manner as Example 117 and produced 192 mg. (72%) of the product as a yellow solid: mp 225-30° C. Starting materials: C(C1=CC=CC=C1)N1CCNCC1 (N-Benzylpiperazine), C(C)(C)(C)OC(=O)N1CCC(CC1)C(=O)ON1C(CCC1=O)=O (succinimido 1-t-butoxycarbonylpiperidine-4-carboxylate). Run in ClCCl (dichloromethane). Conditions: time 17 hour. Product: C(C1=CC=CC=C1)N1CCN(CC1)C(=O)C1CCN(CC1)C(=O)OC(C)(C)C (1-benzyl-4-[(1-t-butoxycarbonyl-4-piperidyl)carbonyl]piperazine). Reaction SMILES: [CH2:1]([N:8]1[CH2:13][CH2:12][NH:11][CH2:10][CH2:9]1)[C:2]1[CH:7]=[CH:6][CH:5]=[CH:4][CH:3]=1.[C:14]([O:18][C:19]([N:21]1[CH2:26][CH2:25][CH:24]([C:27](ON2C(=O)CCC2=O)=[O:28])[CH2:23][CH2:22]1)=[O:20])([CH3:17])([CH3:16])[CH3:15]>ClCCl>[CH2:1]([N:8]1[CH2:13][CH2:12][N:11]([C:27]([CH:24]2[CH2:25][CH2:26][N:21]([C:19]([O:18][C:14]([CH3:17])([CH3:16])[CH3:15])=[O:20])[CH2:22][CH2:23]2)=[O:28])[CH2:10][CH2:9]1)[C:2]1[CH:3]=[CH:4][CH:5]=[CH:6][CH:7]=1. Procedure: N-Benzylpiperazine (40.0 ml) was added in one portion to a solution of succinimido 1-t-butoxycarbonylpiperidine-4-carboxylate (75.0 g) in dry dichloromethane (1600 ml). The solution was stirred at ambient temperature under an atmosphere of argon for 17 hours. The solution was washed with water (500 ml) and saturated brine (250 ml). The organic layer was dried (Na2SO4) and evaporated. The residual oil was purified by chromatography on alumina, eluting with dichloromethane to give 1-benzyl-4-[(1-t...